Dataset: the Open Reaction Database (ORD), a public repository of structured organic reaction records. Task: describe an organic reaction: reactants, conditions, products, and yield Reactants: C(C)(C)(C)OC(=O)N[C@H]1CN(CC1)C=1C2=C(N=C(N1)N)C1=C(CCC2)C=CC=C1 (4-((3R)-3-(t-Butoxycarbonyl)Amino-pyrrolidin-1-yl)-6,7-dihydro-5H-benzo[6,7]cyclohepta[1,2-d]pyrimidin-2-ylamine), FC(C(=O)O)(F)F (trifluoroacetic acid). Solvent: C(Cl)Cl (CH2Cl2), C(Cl)Cl (CH2Cl2). Reaction conditions: time 16 hour. Yields the product N[C@H]1CN(CC1)C=1C2=C(N=C(N1)N)C1=C(CCC2)C=CC=C1 (4-((R)-3-Amino-pyrrolidin-1-yl)-6,7-dihydro-5H-benzo[6,7]cyclohepta[1,2-d]pyrimidin-2-ylamine). Reaction SMILES: C(OC([NH:8][C@@H:9]1[CH2:13][CH2:12][N:11]([C:14]2[C:15]3[CH2:25][CH2:24][CH2:23][C:22]4[CH:26]=[CH:27][CH:28]=[CH:29][C:21]=4[C:16]=3[N:17]=[C:18]([NH2:20])[N:19]=2)[CH2:10]1)=O)(C)(C)C.FC(F)(F)C(O)=O>C(Cl)Cl>[NH2:8][C@@H:9]1[CH2:13][CH2:12][N:11]([C:14]2[C:15]3[CH2:25][CH2:24][CH2:23][C:22]4[CH:26]=[CH:27][CH:28]=[CH:29][C:21]=4[C:16]=3[N:17]=[C:18]([NH2:20])[N:19]=2)[CH2:10]1. Procedure details: A solution of the product from Example 4D (68 mg, 0.17 mmol) in CH2Cl2 (3 mL) was treated with trifluoroacetic acid (0.2 mL) and stirred for 16 hours. The mixture was diluted with CH2Cl2, washed H2O, dried, concentrated and chromatographed on silica gel eluting with eluting with NH4OH/MeOH/CH2Cl2 (0.8/8/92) to provide the title compound.